The task is: describe an organic reaction: reactants, conditions, products, and yield. This data is from the Open Reaction Database (ORD), a public repository of structured organic reaction records. Reactants: Nc1n[nH]c2cc(Cl)ccc12, O=C1C=CC(=O)O1, Cc1ccccc1C. Product: O=C(O)C=CC(=O)Nc1n[nH]c2cc(Cl)ccc12. Reaction SMILES: [Cl:8][c:9]1[cH:10][cH:11][c:12]2[c:13]([NH2:18])[n:14][nH:15][c:16]2[cH:17]1.[O:1]=[C:2]1[O:3][C:4](=[O:5])[CH:6]=[CH:7]1.[c:19]1([CH3:20])[c:21]([CH3:22])[cH:23][cH:24][cH:25][cH:26]1>>[O:1]=[C:2]([OH:3])[CH:7]=[CH:6][C:4](=[O:5])[NH:18][c:13]1[c:12]2[cH:11][cH:10][c:9]([Cl:8])[cH:17][c:16]2[nH:15][n:14]1. Starting materials: ClCCOc1ccc(OCc2ccccc2)cc1, OC1CNCCC1(O)Cc1ccccc1, [K+], [K+], O=C([O-])[O-], CN(C)C=O, O. Yields the product OC1CN(CCOc2ccc(OCc3ccccc3)cc2)CCC1(O)Cc1ccccc1. RXN SMILES: [CH2:16]([c:17]1[cH:18][cH:19][cH:20][cH:21][cH:22]1)[O:23][c:24]1[cH:25][cH:26][c:27]([O:30][CH2:31][CH2:32][Cl:33])[cH:28][cH:29]1.[CH2:1]([c:2]1[cH:3][cH:4][cH:5][cH:6][cH:7]1)[C:8]1([OH:15])[CH:9]([OH:14])[CH2:10][NH:11][CH2:12][CH2:13]1.[K+:34].[K+:35].[O-:36][C:37]([O-:38])=[O:39].[O:41]=[CH:42][N:43]([CH3:44])[CH3:45].[OH2:40]>>[CH2:1]([c:2]1[cH:3][cH:4][cH:5][cH:6][cH:7]1)[C:8]1([OH:15])[CH:9]([OH:14])[CH2:10][N:11]([CH2:32][CH2:31][O:30][c:27]2[cH:26][cH:25][c:24]([O:23][CH2:16][c:17]3[cH:18][cH:19][cH:20][cH:21][cH:22]3)[cH:29][cH:28]2)[CH2:12][CH2:13]1. Reactants: BrCCCCc1ccccc1, COC(=O)c1ccc(CC(C=Cc2ccccc2O)CCc2ccc(C#N)cc2)cc1, O=C([O-])[O-], CC#N, [K+], [K+]. The product is COC(=O)c1ccc(CC(C=Cc2ccccc2OCCCCc2ccccc2)CCc2ccc(C#N)cc2)cc1. Reaction SMILES: [Br:32][CH2:33][CH2:34][CH2:35][CH2:36][c:37]1[cH:38][cH:39][cH:40][cH:41][cH:42]1.[C:1](#[N:2])[c:3]1[cH:4][cH:5][c:6]([CH2:9][CH2:10][CH:11]([CH2:12][c:13]2[cH:14][cH:15][c:16]([C:17](=[O:18])[O:19][CH3:20])[cH:21][cH:22]2)[CH:23]=[CH:24][c:25]2[c:26]([OH:31])[cH:27][cH:28][cH:29][cH:30]2)[cH:7][cH:8]1.[C:43](=[O:44])([O-:45])[O-:46].[CH3:49][C:50]#[N:51].[K+:47].[K+:48]>>[C:1](#[N:2])[c:3]1[cH:4][cH:5][c:6]([CH2:9][CH2:10][CH:11]([CH2:12][c:13]2[cH:14][cH:15][c:16]([C:17](=[O:18])[O:19][CH3:20])[cH:21][cH:22]2)[CH:23]=[CH:24][c:25]2[c:26]([O:31][CH2:33][CH2:34][CH2:35][CH2:36][c:37]3[cH:38][cH:39][cH:40][cH:41][cH:42]3)[cH:27][cH:28][cH:29][cH:30]2)[cH:7][cH:8]1.